From a dataset of the Open Reaction Database (ORD), a public repository of structured organic reaction records. describe an organic reaction: reactants, conditions, products, and yield The reactants are stainless steel, CNC (dimethylamine), [I-].[Na+] (sodium iodide), ClC(CC1OC2=C(C(N(C1)C)=O)C=CC=N2)C (2-(2-chloropropyl)-2,3-dihydro-4-methylpyrido[3,2-f][1,4]oxazepin-5(4H)-one). Run at time 7 day. Yields the product Cl.Cl.CN(C(CC1OC2=C(C(N(C1)C)=O)C=CC=N2)C)C (2-[2-(Dimethylamino)propyl]-2,3-dihydro-4-methylpyrido[3,2-f][1,4]oxazepin-5(4H)-one dihydrochloride). RXN SMILES: [I-].[Na+].[Cl:3][CH:4]([CH3:19])[CH2:5][CH:6]1[CH2:12][N:11]([CH3:13])[C:10](=[O:14])[C:9]2[CH:15]=[CH:16][CH:17]=[N:18][C:8]=2[O:7]1.[CH3:20][NH:21][CH3:22]>>[ClH:3].[ClH:3].[CH3:20][N:21]([CH3:22])[CH:4]([CH3:19])[CH2:5][CH:6]1[CH2:12][N:11]([CH3:13])[C:10](=[O:14])[C:9]2[CH:15]=[CH:16][CH:17]=[N:18][C:8]=2[O:7]1 |f:0.1,4.5.6|. Procedure details: Into a stainless steel bomb was placed 1.0 g sodium iodide, 5.0 g (0.017 mole) of 2-(2-chloropropyl)-2,3-dihydro-4-methylpyrido[3,2-f][1,4]oxazepin-5(4H)-one and 40 ml of dimethylamine. The bomb was sealed tightly, placed in the oven at 60° C. and rolled continuously for 7 days. The bomb was allowed to stand at room temperature for several days. The residue was combined with that of a previous run of equal size and separated via column chromatography using silica gel and eluting with ethanol and... The reactants are O=C1N(C(=NN2C1=C(C=C2)SC2=CC=CC=C2)[C@H](C)NC(OC(C)(C)C)=O)C2=CC=CC=C2 ((S)-tert-Butyl (1-(4-oxo-3-phenyl-5-(phenylthio)-3,4-dihydropyrrolo[2,1-f][1,2,4]triazin-2-yl)ethyl)carbamate), FC(C(=O)O)(F)F (trifluoroacetic acid). Yields the product N[C@@H](C)C1=NN2C(C(N1C1=CC=CC=C1)=O)=C(C=C2)SC2=CC=CC=C2 ((S)-2-(1-Aminoethyl)-3-phenyl-5-(phenylthio)pyrrolo[2,1-f][1,2,4]triazin-4(3H)-one). The yield is 95.6%. As a reaction SMILES: [O:1]=[C:2]1[C:7]2=[C:8]([S:11][C:12]3[CH:17]=[CH:16][CH:15]=[CH:14][CH:13]=3)[CH:9]=[CH:10][N:6]2[N:5]=[C:4]([C@@H:18]([NH:20]C(=O)OC(C)(C)C)[CH3:19])[N:3]1[C:28]1[CH:33]=[CH:32][CH:31]=[CH:30][CH:29]=1.FC(F)(F)C(O)=O>>[NH2:20][C@H:18]([C:4]1[N:3]([C:28]2[CH:29]=[CH:30][CH:31]=[CH:32][CH:33]=2)[C:2](=[O:1])[C:7]2=[C:8]([S:11][C:12]3[CH:17]=[CH:16][CH:15]=[CH:14][CH:13]=3)[CH:9]=[CH:10][N:6]2[N:5]=1)[CH3:19]. Procedure details: (S)-tert-Butyl (1-(4-oxo-3-phenyl-5-(phenylthio)-3,4-dihydropyrrolo[2,1-f][1,2,4]triazin-2-yl)ethyl)carbamate (190 mg, 0.41 mmol) was treated with trifluoroacetic acid (316 μl, 4.10 mmol) according to the method of Preparation 6 to obtain 142 mg (95% yield) of the title compound as a oil. Purity 95%. The reactants are C(C)(C)(C)OC1=C(C(=NC=C1F)F)C (4-t-butoxy-2,5-difluoro-3-methylpyridine), C1CCOC1 (THF), [Li+].CC(C)[N-]C(C)C (LDA), C1CCOC1 (THF). Conditions: temperature -78 celsius, time 1 hour. The product is C(C)(C)(C)OC1=C(C(=NC=C1F)C1C(C1)CC#N)C (2-(4-t-butoxy-5-fluoro-3-methyl-2-pyridinyl)cyclopropaneacetonitrile). Reaction SMILES: [C:1]([O:5][C:6]1[C:11]([F:12])=[CH:10][N:9]=[C:8](F)[C:7]=1[CH3:14])([CH3:4])([CH3:3])[CH3:2].[Li+].C[CH:17]([N-:19]C(C)C)C.[CH2:23]1[CH2:27]O[CH2:25][CH2:24]1>>[C:1]([O:5][C:6]1[C:11]([F:12])=[CH:10][N:9]=[C:8]([CH:24]2[CH2:25][CH:23]2[CH2:27][C:17]#[N:19])[C:7]=1[CH3:14])([CH3:4])([CH3:3])[CH3:2] |f:1.2|. Procedure: A sample of 4-t-butoxy-2,5-difluoro-3-methylpyridine (40.8 mmol) was dissolved in 50 mL of THF and cooled to -78° C. To this was added a freshly prepared solution of LDA (0.103 mmol) in 50 mL of THF at -78° C,, and the reaction was stirred for 1 hour. The reaction was then stirred at 0° C. for 1 hour, quenched with saturated NH4Cl solution and extracted with ether. The extracts were washed with saturated NaCl solution, dried over MgSO4, and concentrated. The residue was purified by flash chromat... Starting materials: CCOCC, COC(=O)c1sc(-n2cnc3cc(OC)ncc32)cc1OCc1ccccc1C(F)(F)F, COC(=O)c1sc(-n2cnc3cnc(OC)cc32)cc1OCc1ccccc1C(F)(F)F, [Li+], [Na+], C1CCOC1, [OH-], [OH-]. Yields the product COc1cc2c(cn1)ncn2-c1cc(OCc2ccccc2C(F)(F)F)c(C(=O)O)s1. RXN SMILES: [CH2:74]([O:75][CH2:76][CH3:77])[CH3:78].[CH3:1][O:2][c:3]1[n:4][cH:5][c:6]2[n:7](-[c:8]3[s:9][c:10]([C:11]([O:12][CH3:13])=[O:14])[c:15]([O:16][CH2:17][c:18]4[cH:19][cH:20][cH:21][cH:22][c:23]4[C:24]([F:25])([F:26])[F:27])[cH:28]3)[cH:29][n:30][c:31]2[cH:32]1.[CH3:33][O:34][c:35]1[cH:36][c:37]2[c:38]([cH:39][n:40]1)[n:41][cH:42][n:43]2-[c:44]1[cH:45][c:46]([O:53][CH2:54][c:55]2[c:56]([C:61]([F:62])([F:63])[F:64])[cH:57][cH:58][cH:59][cH:60]2)[c:47]([C:49](=[O:50])[O:51][CH3:52])[s:48]1.[Li+:66].[Na+:68].[O:69]1[CH2:70][CH2:71][CH2:72][CH2:73]1.[OH-:65].[OH-:67]>>[CH3:33][O:34][c:35]1[cH:36][c:37]2[c:38]([cH:39][n:40]1)[n:41][cH:42][n:43]2-[c:44]1[cH:45][c:46]([O:53][CH2:54][c:55]2[c:56]([C:61]([F:62])([F:63])[F:64])[cH:57][cH:58][cH:59][cH:60]2)[c:47]([C:49](=[O:50])[OH:51])[s:48]1. Starting materials: N1(CCC1)C1=C(C(=C2C(C(=CN(C2=N1)CC1=C(C=C(C=C1)OC)OC)C(=O)O)=O)C)F (7-azetidin-1-yl-1-(2,4-dimethoxybenzyl)-6-fluoro-5-methyl-4-oxo-1,4-dihydro-1,8-naphthyridine-3-carboxylic acid), FC(C(=O)O)(F)F (trifluoroacetic acid). Product: FC=1C(=C2C(C(=CNC2=NC1NCCCOC(C(F)(F)F)=O)C(=O)O)=O)C (6-fluoro-5-methyl-4-oxo-7-((3-((trifluoroacetyl)oxy)propyl)amino)-1,4-dihydro-1,8-naphthyridine-3-carboxylic acid). As a reaction SMILES: [N:1]1([C:5]2[N:14]=[C:13]3[C:8]([C:9](=[O:29])[C:10]([C:26]([OH:28])=[O:27])=[CH:11][N:12]3CC3C=CC(OC)=CC=3OC)=[C:7]([CH3:30])[C:6]=2[F:31])[CH2:4][CH2:3][CH2:2]1.[F:32][C:33]([F:38])([F:37])[C:34]([OH:36])=[O:35]>>[F:31][C:6]1[C:7]([CH3:30])=[C:8]2[C:13](=[N:14][C:5]=1[NH:1][CH2:2][CH2:3][CH2:4][O:36][C:34](=[O:35])[C:33]([F:38])([F:37])[F:32])[NH:12][CH:11]=[C:10]([C:26]([OH:28])=[O:27])[C:9]2=[O:29]. Reported procedure: A solution of Example 62A (0.55 mmol) in trifluoroacetic acid (15 mL) was heated to 80° C. for 16 hours and concentrated. The concentrate was dissolved in dichloromethane, washed with water, and filtered; and the filtrate was concentrated to provide the desired product and a small amount of 6-fluoro-5-methyl-4-oxo-7-(azetidin-1-yl)-1,4-dihydro-1,8-naphthyridine-3-carboxylic acid 7-azetidin-1-yl compound. NMR (300 MHz, DMSO-d6) δ 8.4 (s, 1H), 8.15 (m, 1H), 4.5 (m, 2H), 3.55 (m, 2H), 2.7 (m, 3H), ...